Dataset: the Open Reaction Database (ORD), a public repository of structured organic reaction records. Task: describe an organic reaction: reactants, conditions, products, and yield Reactants: FC1=CC=C(C=C1)N1C=NC=C1C(=O)OCC (ethyl 1-(4-fluorophenyl)-1H-imidazole-5-carboxylate), IN1C(CCC1=O)=O (N-iodosuccinimide), S(=S)(=O)([O-])[O-].[Na+].[Na+] (sodium thiosulfate). Solvent: C1CCOC1 (THF). Product: FC1=CC=C(C=C1)N1C(=NC=C1C(=O)OCC)I (ethyl 1-(4-fluorophenyl)-2-iodo-1H-imidazole-5-carboxylate). RXN SMILES: [F:1][C:2]1[CH:7]=[CH:6][C:5]([N:8]2[C:12]([C:13]([O:15][CH2:16][CH3:17])=[O:14])=[CH:11][N:10]=[CH:9]2)=[CH:4][CH:3]=1.[I:18]N1C(=O)CCC1=O.S([O-])([O-])(=O)=S.[Na+].[Na+]>C1COCC1>[F:1][C:2]1[CH:3]=[CH:4][C:5]([N:8]2[C:12]([C:13]([O:15][CH2:16][CH3:17])=[O:14])=[CH:11][N:10]=[C:9]2[I:18])=[CH:6][CH:7]=1 |f:2.3.4|. Procedure details: A solution of ethyl 1-(4-fluorophenyl)-1H-imidazole-5-carboxylate (14) (5 g, 21.4 mmol), N-iodosuccinimide (12 g, 53.4 mmol), and THF (100 mL) was refluxed overnight. A solution of saturated sodium thiosulfate was added and the reaction was extracted with ethyl acetate. The combined organic layers were dried over sodium sulfate, filtered and concentrated in vacuo. The residue was purified by flash column chromatography on silica gel (0-100% EtOAc in hexanes) to give ethyl 1-(4-fluorophenyl)-2-io...